From a dataset of the Open Reaction Database (ORD), a public repository of structured organic reaction records. describe an organic reaction: reactants, conditions, products, and yield Reactants: CN1C(C=CC1=O)=O (N-methylmaleimide), cupric chloride, C([O-])(O)=O.[Na+] (sodium bicarbonate), Cl.C1OC=2C=C(N)C=CC2O1 (3,4-methylenedioxyaniline hydrochloride), N(=O)[O-].[Na+] (sodium nitrite). The solvent is CC(=O)C (acetone), O (water), Cl (hydrochloric acid), O (water). Run at temperature 5 celsius, time 16 hour. Product: O1COC2=C1C=CC(=C2)C=2C(N(C(C2)=O)C)=O (3-(1,3-benzodioxol-5-yl)-1-methyl-1H-pyrrole-2,5-dione). As a reaction SMILES: Cl.[CH2:2]1[O:11][C:10]2[CH:9]=[CH:8][C:6](N)=[CH:5][C:4]=2[O:3]1.N([O-])=O.[Na+].[CH3:16][N:17]1[C:21](=[O:22])[CH:20]=[CH:19][C:18]1=[O:23].C(=O)(O)[O-].[Na+]>O.Cl.CC(C)=O>[O:11]1[C:10]2[CH:9]=[CH:8][C:6]([C:19]3[C:18](=[O:23])[N:17]([CH3:16])[C:21](=[O:22])[CH:20]=3)=[CH:5][C:4]=2[O:3][CH2:2]1 |f:0.1,2.3,5.6|. Procedure details: A 30.9 g amount of 3,4-methylenedioxyaniline hydrochloride was dissolved in 90 ml of water and 40 ml of concentrated hydrochloric acid. The solution was cooled to 5° C. in an ice-salt bath and a solution of 12.3 g of sodium nitrite in 35 ml of water was added dropwise to the reaction mixture over a 25 minute period. A solution of 20.0 g of N-methylmaleimide and 2.4 g of cupric chloride in 150 ml of acetone was added to the reaction mixture portionwise with stirring. The reaction mixture temperat... Reactants: FC1=C(C=2CCC(N3C=C(C(C(C23)=C1)=O)C(=O)O)C)O (6,7-dihydro-9-fluoro-8-hydroxy-5-methyl-1-oxo-1H,5H-benzo[ij]quinolizine-2-carboxylic acid), C([O-])([O-])=O.[K+].[K+] (potassium carbonate), S(=O)(=O)(OCC)OCC (diethyl sulfate). Solvent: CS(=O)C (dimethyl sulfoxide). Product: C(C)OC1=C(C=C2C(C(=CN3C(CCC1=C23)C)C(=O)O)=O)F (6,7-dihydro-8-ethoxy-9-fluoro-5-methyl-1-oxo-1H,5H-benzo[ij]quinolizine-2-carboxylic acid). As a reaction SMILES: [F:1][C:2]1[CH:14]=[C:12]2[C:13]3[N:8]([CH:9]=[C:10]([C:16]([OH:18])=[O:17])[C:11]2=[O:15])[CH:7]([CH3:19])[CH2:6][CH2:5][C:4]=3[C:3]=1[OH:20].C(=O)([O-])[O-].[K+].[K+].S(OCC)(O[CH2:31][CH3:32])(=O)=O>CS(C)=O>[CH2:31]([O:20][C:3]1[C:4]2=[C:13]3[N:8]([CH:7]([CH3:19])[CH2:6][CH2:5]2)[CH:9]=[C:10]([C:16]([OH:18])=[O:17])[C:11](=[O:15])[C:12]3=[CH:14][C:2]=1[F:1])[CH3:32] |f:1.2.3|. Procedure details: A solution of 1.0 g of 6,7-dihydro-9-fluoro-8-hydroxy-5-methyl-1-oxo-1H,5H-benzo[ij]quinolizine-2-carboxylic acid, 1.4 g of potassium carbonate and 2.0 ml of diethyl sulfate in 15 ml of dimethyl sulfoxide was heated at its reflux temperature for sixteen hours. The solution was then evaporated to dryness by heating on a steam bath under a stream of nitrogen. Fifty ml of 1% aqueous sodium hydroxide solution was added to the resulting residue. The mixture was heated on a steam bath for one hour, ac...